This data is from the Open Reaction Database (ORD), a public repository of structured organic reaction records. The task is: describe an organic reaction: reactants, conditions, products, and yield The reactants are [H-].[Na+] (sodium hydride), C(C)OC(C(C(=O)OCC)C)=O (methylmalonic acid diethyl ester), ice, [H][H] (hydrogen), ClC1=C(C=C(C(=C1)[N+](=O)[O-])Cl)Cl (1,2,4-trichloro-5-nitrobenzene). Solvent: CN(C=O)C (dimethylformamide). Conditions: time 2 hour. Product: C(C)OC(C(C(=O)OCC)CC1=C(C=C(C(=C1)Cl)[N+](=O)[O-])Cl)=O ((2,5-dichloro-4-nitrophenyl)methylmalonic acid diethyl ester). RXN SMILES: [CH2:1]([O:3][C:4](=[O:12])[CH:5]([CH3:11])[C:6]([O:8][CH2:9][CH3:10])=[O:7])[CH3:2].[H-].[Na+].[H][H].[Cl:17][C:18]1[CH:23]=[C:22]([N+:24]([O-:26])=[O:25])[C:21]([Cl:27])=[CH:20][C:19]=1Cl>CN(C)C=O>[CH2:1]([O:3][C:4](=[O:12])[CH:5]([CH2:11][C:19]1[CH:20]=[C:21]([Cl:27])[C:22]([N+:24]([O-:26])=[O:25])=[CH:23][C:18]=1[Cl:17])[C:6]([O:8][CH2:9][CH3:10])=[O:7])[CH3:2] |f:1.2|. Procedure: 86.5 ml (0.5 mole) of methylmalonic acid diethyl ester are added dropwise with good stirring under nitrogen at room temperature to a suspension of 12 g (0.5 mole) of sodium hydride in 500 ml of dimethylformamide. After cessation of evolution of hydrogen, 113.5 g (0.5 mole) of 1,2,4-trichloro-5-nitrobenzene are added dropwise and subsequently stirred for a further 2 hours at room temperature. Pouring onto 1 kg of ice is effected, followed by extracting five times with (in each case) 200 ml of cyc... The reactants are COC(COCCO)=O (methyl(2-hydroxyethoxy)acetate), N1C=NC=C1 (imidazole), C1(=CC=CC=C1)P(C1=CC=CC=C1)C1=CC=CC=C1 (triphenylphosphine), II (iodine). Solvent: CCOCC (ether), CC#N (CH3CN), CCOC(=O)C (AcOEt). Reaction conditions: temperature 0 celsius, time 2 hour. Yields the product COC(COCCI)=O (methyl(2-iodoethoxy)acetate). The yield is 91.4%. As a reaction SMILES: [CH3:1][O:2][C:3](=[O:9])[CH2:4][O:5][CH2:6][CH2:7]O.N1C=CN=C1.C1(P(C2C=CC=CC=2)C2C=CC=CC=2)C=CC=CC=1.[I:34]I>CCOCC.CC#N.CCOC(C)=O>[CH3:1][O:2][C:3](=[O:9])[CH2:4][O:5][CH2:6][CH2:7][I:34]. Reported procedure: To solution of methyl(2-hydroxyethoxy)acetate (540 mg), imidazole (411 mg) and triphenylphosphine (1.37 g) in ether (2 mL) and CH3CN (1 mL) was added iodine (1.43 g) under ice-water cooling and the mixture was stirred at 0° C. for 2 hours. After insolubles were filterred off, the filtrates were diluted with AcOEt, washed with aq Na2SO3 solution and brine, dried over MgSO4, and evaporated in vacuo. The residue was purified by silica gel column chromatography eluting with a mixture of hexane and A... The reactants are N12CCCCCC2=NCCC1 (1,8-diazabicyclo[5.4.0]undec-7-ene), CC=1C[C@H]2CC([C@H]2C1)=CC(=O)OC(C)(C)C (Tert-butyl(±)-(1S,5R)-3-methylbicyclo[3.2.0]hept-3-en-6-ylideneacetate), [N+](=O)([O-])C (nitromethane), P(=O)(O)(O)[O-].[K+] (potassium dihydrogen phosphate). Conditions: temperature 55 celsius, time 6 hour. Yields the product CC=1C[C@H]2C[C@@]([C@H]2C1)(C[N+](=O)[O-])CC(=O)OC(C)(C)C (Tert-butyl(±)-[(1S,5R,6R)-3-methyl-6-(nitromethyl)bicyclo[3.2.0]hept-3-en-6-yl]acetate). RXN SMILES: [CH3:1][C:2]1[CH2:3][C@@H:4]2[C@H:7]([CH:8]=1)[C:6](=[CH:9][C:10]([O:12][C:13]([CH3:16])([CH3:15])[CH3:14])=[O:11])[CH2:5]2.N12CCCN=C1CCCCC2.P([O-])(O)(O)=O.[K+].[N+:34]([CH3:37])([O-:36])=[O:35]>>[CH3:1][C:2]1[CH2:3][C@@H:4]2[C@H:7]([CH:8]=1)[C@@:6]([CH2:9][C:10]([O:12][C:13]([CH3:16])([CH3:15])[CH3:14])=[O:11])([CH2:37][N+:34]([O-:36])=[O:35])[CH2:5]2 |f:2.3|. Reported procedure: Tert-butyl(±)-(1S,5R)-3-methylbicyclo[3.2.0]hept-3-en-6-ylideneacetate (1.21 g, 5.50 mmol) was dissolved in nitromethane (7 mL). To the solution, 1,8-diazabicyclo[5.4.0]undec-7-ene (0.91 mL, 6.0 mmol) was added, and the mixture was heated with stirring at 50 to 60° C. for 6 hours. The mixture was allowed to cool, and a saturated aqueous solution of potassium dihydrogen phosphate was then added thereto, followed by extraction with ethyl acetate. Then, the organic layer was dried over anhydrous ma... Reactants: CO, [Li+], [OH-], O=C1OCCC1NC(=O)N(CCS)CCc1ccccc1. Product: O=C(O)C(CCO)NC(=O)N(CCS)CCc1ccccc1. RXN SMILES: [CH3:24][OH:25].[Li+:22].[OH-:23].[SH:1][CH2:2][CH2:3][N:4]([C:5]([NH:6][CH:7]1[C:8](=[O:9])[O:10][CH2:11][CH2:12]1)=[O:13])[CH2:14][CH2:15][c:16]1[cH:17][cH:18][cH:19][cH:20][cH:21]1>>[SH:1][CH2:2][CH2:3][N:4]([C:5]([NH:6][CH:7]([C:8](=[O:9])[OH:23])[CH2:12][CH2:11][OH:10])=[O:13])[CH2:14][CH2:15][c:16]1[cH:17][cH:18][cH:19][cH:20][cH:21]1.